Task: describe an organic reaction: reactants, conditions, products, and yield. Dataset: the Open Reaction Database (ORD), a public repository of structured organic reaction records Reactants: CO, COC(=O)Cc1ccc(Cl)c(NC(=O)Nc2ccccc2)c1, [Na+], [OH-]. The product is O=C(O)Cc1ccc(Cl)c(NC(=O)Nc2ccccc2)c1. As a reaction SMILES: [CH3:25][OH:26].[Cl:1][c:2]1[c:3]([NH:13][C:14](=[O:15])[NH:16][c:17]2[cH:18][cH:19][cH:20][cH:21][cH:22]2)[cH:4][c:5]([CH2:8][C:9](=[O:10])[O:11][CH3:12])[cH:6][cH:7]1.[Na+:24].[OH-:23]>>[Cl:1][c:2]1[c:3]([NH:13][C:14](=[O:15])[NH:16][c:17]2[cH:18][cH:19][cH:20][cH:21][cH:22]2)[cH:4][c:5]([CH2:8][C:9](=[O:10])[OH:11])[cH:6][cH:7]1. Reactants: C([O-])(O)=O.[Na+] (sodium bicarbonate), N1(N=CC=C1)C1=CC=C(C=C1)CN1N=C2C(C=3C=CC=CC13)=NNC2=O (5-{[4-(1H-Pyrazol-1-yl)phenyl]methyl}-2,5-dihydro-3H-pyrazolo[4,3-c]cinnolin-3-one), FC1=NC=CC(=C1C)I (2-fluoro-4-iodo-3-picoline), P(=O)([O-])([O-])[O-].[K+].[K+].[K+] (potassium phosphate), CN[C@H]1[C@@H](CCCC1)NC ((±)-trans-N,N′-bismethyl-1,2-cyclohexanediamine). The reagents and catalysts are [Cu]I (copper(I)iodide). Run in CN(C=O)C (N,N-dimethylformamide). Reaction conditions: time 1 hour. Yields the product FC1=NC=CC(=C1C)N1N=C2C(=NN(C=3C=CC=CC23)CC2=CC=C(C=C2)N2N=CC=C2)C1=O (2-(2-fluoro-3-methylpyridin-4-yl)-5-{[4-(1H-pyrazol-1-yl)phenyl]methyl}-2,5-dihydro-3H-pyrazolo[4,3-c]cinnolin-3-one). Reaction SMILES: [N:1]1([C:6]2[CH:11]=[CH:10][C:9]([CH2:12][N:13]3[C:22]4[CH:21]=[CH:20][CH:19]=[CH:18][C:17]=4[C:16]4=[N:23][NH:24][C:25](=[O:26])[C:15]4=[N:14]3)=[CH:8][CH:7]=2)[CH:5]=[CH:4][CH:3]=[N:2]1.P([O-])([O-])([O-])=O.[K+].[K+].[K+].CN[C@@H]1CCCC[C@H]1NC.[F:45][C:46]1[C:51]([CH3:52])=[C:50](I)[CH:49]=[CH:48][N:47]=1.C(=O)(O)[O-].[Na+]>CN(C)C=O.[Cu]I>[F:45][C:46]1[C:51]([CH3:52])=[C:50]([N:24]2[C:25](=[O:26])[C:15]3=[N:14][N:13]([CH2:12][C:9]4[CH:10]=[CH:11][C:6]([N:1]5[CH:5]=[CH:4][CH:3]=[N:2]5)=[CH:7][CH:8]=4)[C:22]4[CH:21]=[CH:20][CH:19]=[CH:18][C:17]=4[C:16]3=[N:23]2)[CH:49]=[CH:48][N:47]=1 |f:1.2.3.4,7.8|. Reported procedure: 5-{[4-(1H-Pyrazol-1-yl)phenyl]methyl}-2,5-dihydro-3H-pyrazolo[4,3-c]cinnolin-3-one (25 mg, 0.073 mmol), copper(I)iodide (14 mg, 0.073 mmol, 1 equiv), tribasic potassium phosphate (93 mg, 0.44 mmol, 6.0 equiv), (±)-trans-N,N′-bismethyl-1,2-cyclohexanediamine (31 mg, 3.0 equiv) and 2-fluoro-4-iodo-3-picoline (52 mg, 0.22 mmol, 3.0 equiv) were combined in degassed N,N-dimethylformamide (3 mL) and the mixture was placed into an oil bath preheated to 110° C. for 1 hour. The mixture was cooled to ambi... Reactants: COC(C=CC1=CC=2CC3CCC(CC2C=C1)C3NC(=O)OC(C)(C)C)=O (3-(13-tert-Butoxycarbonylamino-tricyclo[8.2.1.03,8]trideca-3(8),4,6-trien-5-yl)-acrylic acid methyl ester), [H][H] (hydrogen). Reagents/catalysts: [OH-].[OH-].[Pd+2] (palladium hydroxide on carbon). Solvent: C(C)O (ethanol). Yields the product COC(CCC1=CC=2CC3CCC(CC2C=C1)C3NC(=O)OC(C)(C)C)=O (3-(13-tert-Butoxycarbonylamino-tricyclo-[8.2.1.03,8]trideca-3(8),4,6-trien-5-yl)-propionic acid methyl ester). Isolated yield 94.3%. Reaction SMILES: [CH3:1][O:2][C:3](=[O:27])[CH:4]=[CH:5][C:6]1[CH:17]=[CH:16][C:15]2[CH2:14][CH:13]3[CH:18]([NH:19][C:20]([O:22][C:23]([CH3:26])([CH3:25])[CH3:24])=[O:21])[CH:10]([CH2:11][CH2:12]3)[CH2:9][C:8]=2[CH:7]=1.[H][H]>C(O)C.[OH-].[OH-].[Pd+2]>[CH3:1][O:2][C:3](=[O:27])[CH2:4][CH2:5][C:6]1[CH:17]=[CH:16][C:15]2[CH2:14][CH:13]3[CH:18]([NH:19][C:20]([O:22][C:23]([CH3:25])([CH3:24])[CH3:26])=[O:21])[CH:10]([CH2:11][CH2:12]3)[CH2:9][C:8]=2[CH:7]=1 |f:3.4.5|. Procedure details: 3-(13-tert-Butoxycarbonylamino-tricyclo[8.2.1.03,8]trideca-3(8),4,6-trien-5-yl)-acrylic acid methyl ester (300 mg, 0.809 mmol, prepared in Example 32 Step 3) and 20% palladium hydroxide on carbon (30 mg) in ethanol (30 ml) were stirred under 1 atm. of hydrogen at room temperature for 18 hours. The mixture was filtered through Celite and the filtrate concentrated to give a colourless oil 285 mg (94%). 1H NMR (CDCl3, 400 MHz) δ 7.00 (1H, d, J=8.2 Hz), 6.90 (2H, m), 4.97 (1H, m), 4.03 (1H, m), 3.67... Starting materials: CN (methylamine), NC(=O)NC=1NC2=CC(=CC=C2C1C(=O)N)C=1OC(=CC1)C=O (2-aminocarbonylamino-6-(5-formylfuran-2-yl)indole-3-carboxamide), NC(=O)NC=1NC2=CC(=CC=C2C1C(=O)N)C=1OC(=CC1)C=O (2-aminocarbonylamino-6-(5-formylfuran-2-yl)indole-3-carboxamide), [BH4-].[Na+] (Sodium borohydride). The solvent is CO (methanol), CO (methanol). Reaction conditions: temperature 60 celsius, time 6 hour. Product: NC(=O)NC=1NC2=CC(=CC=C2C1C(=O)N)C=1OC(=CC1)CNC (2-Aminocarbonylamino-6-(5-methylaminomethylfuran-2-yl)indole-3-carboxamide), solid. Yield: 74.0%. Reaction SMILES: [CH3:1][NH2:2].[NH2:3][C:4]([NH:6][C:7]1[NH:8][C:9]2[C:14]([C:15]=1[C:16]([NH2:18])=[O:17])=[CH:13][CH:12]=[C:11]([C:19]1[O:20][C:21]([CH:24]=O)=[CH:22][CH:23]=1)[CH:10]=2)=[O:5].[BH4-].[Na+]>CO>[NH2:3][C:4]([NH:6][C:7]1[NH:8][C:9]2[C:14]([C:15]=1[C:16]([NH2:18])=[O:17])=[CH:13][CH:12]=[C:11]([C:19]1[O:20][C:21]([CH2:24][NH:2][CH3:1])=[CH:22][CH:23]=1)[CH:10]=2)=[O:5] |f:2.3|. Procedure details: A solution of 40% methylamine in methanol (49 μL, 0.48 mmol) was added to a solution of 2-aminocarbonylamino-6-(5-formylfuran-2-yl)indole-3-carboxamide (Compound 4-74, 0.10 g, 0.32 mmol) in anhydrous methanol (2 mL), and the mixture was stirred at 60° C. for 6 hours in a sealed tube. The reaction mixture was concentrated under reduced pressure, and the residue was dissolved in a solution mixture of methanol and tetrahydrofuran (methanol/tetrahydrofuran=1/2, 3 mL). Sodium borohydride (0.024 g, 0.... The reactants are NC1=C(C=C(C=C1C)O)C (4-Amino-3,5-dimethylphenol), C(CCC)(=O)C=1C=NC2=C(C=CC=C2C1Cl)OC (3-butyryl-4-chloro-8-methoxyquinoline). Solvent: O1CCOCC1 (1,4-dioxan). Yields the product C(CCC)(=O)C=1C=NC2=C(C=CC=C2C1NC1=C(C=C(C=C1C)O)C)OC (3-butyryl-4-(4-hydroxy-2,6-dimethylphenylamino)-8-methoxyquinoline). Reaction SMILES: [NH2:1][C:2]1[C:7]([CH3:8])=[CH:6][C:5]([OH:9])=[CH:4][C:3]=1[CH3:10].[C:11]([C:16]1[CH:17]=[N:18][C:19]2[C:24]([C:25]=1Cl)=[CH:23][CH:22]=[CH:21][C:20]=2[O:27][CH3:28])(=[O:15])[CH2:12][CH2:13][CH3:14]>O1CCOCC1>[C:11]([C:16]1[CH:17]=[N:18][C:19]2[C:24]([C:25]=1[NH:1][C:2]1[C:7]([CH3:8])=[CH:6][C:5]([OH:9])=[CH:4][C:3]=1[CH3:10])=[CH:23][CH:22]=[CH:21][C:20]=2[O:27][CH3:28])(=[O:15])[CH2:12][CH2:13][CH3:14]. Procedure: 4-Amino-3,5-dimethylphenol (1.8 g, 1.3 mmol) and 3-butyryl-4-chloro-8-methoxyquinoline (2.6 g, 10 mmol) were heated together under reflux in 1,4-dioxan (50 ml) for 2 hours. The solvent was evaporated and the residue dissolved in dichloromethane, washed with water, sodium hydrogen carbonate solution and brine, dried and evaporated to a yellow solid which on recrystallisation from ethanol, followed by methanol, afforded 3-butyryl-4-(4-hydroxy-2,6-dimethylphenylamino)-8-methoxyquinoline as yellow c... Product: OCC=1N=NN(C1)CCCN1C(C2=CC=CC=C2C1=O)=O (2-(3-(4-(hydroxymethyl)-1H-1,2,3-triazol-1-yl)propyl)-isoindoline-1,3-dione). Procedure details: A solution of 2-(3-azidopropyl)isoindoline-1,3-dione, 20, (0.62 g, 2.69 mmol) in propargyl alcohol (4 mL) was warmed to 90° C. and stirred for 18 h. The reaction mixture was concentrated under reduced pressure. The crude product containing both regioisomers (˜1:1 ratio) was used in the next step without further purification. ESI+ MS: m/z (rel intensity) 301.1 (100, [M+H]+). The reactants are N(=[N+]=[N-])CCCN1C(C2=CC=CC=C2C1=O)=O (2-(3-azidopropyl)isoindoline-1,3-dione). The solvent is C(C#C)O (propargyl alcohol). As a reaction SMILES: [N:1]([CH2:4][CH2:5][CH2:6][N:7]1[C:15](=[O:16])[C:14]2[C:9](=[CH:10][CH:11]=[CH:12][CH:13]=2)[C:8]1=[O:17])=[N+:2]=[N-:3]>C(O)C#C>[OH:16][CH2:15][C:14]1[N:3]=[N:2][N:1]([CH2:4][CH2:5][CH2:6][N:7]2[C:15](=[O:16])[C:14]3[C:9](=[CH:10][CH:11]=[CH:12][CH:13]=3)[C:8]2=[O:17])[CH:13]=1. Run at time 18 hour. Starting materials: FC1=C(C(=CC=C1)[N+](=O)[O-])C (1-fluoro-2-methyl-3-nitrobenzene), BrN1C(CCC1=O)=O (N-bromosuccinimide), C(C1=CC=CC=C1)(=O)OOC(C1=CC=CC=C1)=O (benzoylperoxide). The solvent is C(Cl)(Cl)(Cl)Cl (carbon tetrachloride). The product is BrCC1=C(C=CC=C1[N+](=O)[O-])F (2-(bromomethyl)-1-fluoro-3-nitrobenzene). As a reaction SMILES: [F:1][C:2]1[CH:7]=[CH:6][CH:5]=[C:4]([N+:8]([O-:10])=[O:9])[C:3]=1[CH3:11].[Br:12]N1C(=O)CCC1=O.C(OOC(=O)C1C=CC=CC=1)(=O)C1C=CC=CC=1>C(Cl)(Cl)(Cl)Cl>[Br:12][CH2:11][C:3]1[C:4]([N+:8]([O-:10])=[O:9])=[CH:5][CH:6]=[CH:7][C:2]=1[F:1]. Procedure details: To a stirred solution of 1-fluoro-2-methyl-3-nitrobenzene (1.0 g, 0.00645 mol) in carbon tetrachloride (50 mL) were added N-bromosuccinimide (1.25 g, 0.00709 mol) and benzoylperoxide (0.3 g, 0.00129 mol) at room temperature with constant stirring. Reaction mass was refluxed for 5 h. The reaction mixture was cooled to room temperature and filtered through CELITE bed and the bed was washed thoroughly with carbon tetrachloride. The filtrate was concentrated under vacuum to obtain the title compound...